Dataset: the Open Reaction Database (ORD), a public repository of structured organic reaction records. Task: describe an organic reaction: reactants, conditions, products, and yield Product: NC(=O)c1c(F)ccc(OCC2=Cc3cc(C4CCCCC4)ccc3C2)c1F. Reaction SMILES: [C:1]1([c:7]2[cH:8][c:9]3[c:13]([cH:14][cH:15]2)[CH2:12][C:11]([CH2:16][O:17][c:18]2[c:19]([F:28])[c:20]([C:21](=[O:22])[NH2:23])[c:24]([F:27])[cH:25][cH:26]2)=[CH:10]3)=[CH:2][CH2:3][CH2:4][CH2:5][CH2:6]1.[CH3:29][OH:30]>>[CH:1]1([c:7]2[cH:8][c:9]3[c:13]([cH:14][cH:15]2)[CH2:12][C:11]([CH2:16][O:17][c:18]2[c:19]([F:28])[c:20]([C:21](=[O:22])[NH2:23])[c:24]([F:27])[cH:25][cH:26]2)=[CH:10]3)[CH2:2][CH2:3][CH2:4][CH2:5][CH2:6]1. The reactants are NC(=O)c1c(F)ccc(OCC2=Cc3cc(C4=CCCCC4)ccc3C2)c1F, CO. Starting materials: C1(=CC=C(C=C1)S(=O)(=O)O)C.O(C1=CC=CC=C1)C(CN)C (2-phenoxypropylamine p-toluenesulphonate), C1(=CC=CC=C1)CC#N (phenylacetonitrile), O (water), CCOCC (ether). Run in C(C)O (ethanol). Product: C1(=CC=C(C=C1)S(=O)(=O)O)C.O(C1=CC=CC=C1)C(CNC(CC1=CC=CC=C1)=N)C (N-(2-phenoxypropyl)phenylacetamidine p-toluenesulphonate). As a reaction SMILES: [C:1]1([CH3:11])[CH:6]=[CH:5][C:4]([S:7]([OH:10])(=[O:9])=[O:8])=[CH:3][CH:2]=1.[O:12]([CH:19]([CH3:22])[CH2:20][NH2:21])[C:13]1[CH:18]=[CH:17][CH:16]=[CH:15][CH:14]=1.[C:23]1([CH2:29][C:30]#[N:31])[CH:28]=[CH:27][CH:26]=[CH:25][CH:24]=1.O.CCOCC>C(O)C>[C:1]1([CH3:11])[CH:2]=[CH:3][C:4]([S:7]([OH:10])(=[O:8])=[O:9])=[CH:5][CH:6]=1.[O:12]([CH:19]([CH3:22])[CH2:20][NH:21][C:30](=[NH:31])[CH2:29][C:23]1[CH:28]=[CH:27][CH:26]=[CH:25][CH:24]=1)[C:13]1[CH:18]=[CH:17][CH:16]=[CH:15][CH:14]=1 |f:0.1,6.7|. Procedure details: A mixture of 2-phenoxypropylamine p-toluenesulphonate (3.7 g.) and phenylacetonitrile (1.5 g.) was stirred and heated, in an oil-bath, to 270° for 11/2 hours. The mixture was cooled and dissolved in the minimum amount of boiling ethanol, and the solution was poured into a mixture of water (75 ml.) and ether (75 ml.). The mixture was shaken and the aqueous layer was separated, washed once with ether, and evaporated to half-volume under reduced pressure. An oil separated and crystallised after a f...